This data is from the Open Reaction Database (ORD), a public repository of structured organic reaction records. The task is: describe an organic reaction: reactants, conditions, products, and yield The reactants are BrC1=CC=C(C=C1)C(S)(C)C (p-bromo-α,α-dimethyl-α-toluenethiol), BrC1=CC=C(C(C)(C)O)C=C1 (p-bromo-α,α-dimethylbenzyl alcohol), P(OC)(OC)(=S)[S-].[K+] (potassium O,O-dimethyl phosphorodithioate). The product is P(OC)(OC)(=S)SCSC(C1=CC=C(C=C1)Br)(C)C (S-(p-Bromo-α,α-dimethylbenzylthio)methyl O,O-Dimethyl Phosphordithioate). RXN SMILES: [Br:1][C:2]1[CH:7]=[CH:6][C:5]([C:8]([CH3:11])([CH3:10])[SH:9])=[CH:4][CH:3]=1.Br[C:13]1C=CC(C(O)(C)C)=CC=1.[P:23]([S-:29])(=[S:28])([O:26][CH3:27])[O:24][CH3:25].[K+]>>[P:23]([S:29][CH2:13][S:9][C:8]([CH3:11])([CH3:10])[C:5]1[CH:4]=[CH:3][C:2]([Br:1])=[CH:7][CH:6]=1)(=[S:28])([O:26][CH3:27])[O:24][CH3:25] |f:2.3|. Reported procedure: Using p-bromo-α,α-dimethyl-α-toluenethiol prepared from p-bromo-α,α-dimethylbenzyl alcohol by the procedure of Example 1, and using potassium O,O-dimethyl phosphorodithioate in place of potassium O,O-diethyl phosphorodithioate, the procedure of Example 6 gives the desired product as a colorless oil. The reactants are NC1=C(C(=O)OC(C)(C)C)C=CC(=C1)[C@@H](CCC)NC(=O)N1CC(NC[C@@H](C1=O)CC1=C(C=CC(=C1)Cl)OC)=NN(C)C (tert-butyl 2-amino-4-[(1R)-1-({[(6S)-6-(5-chloro-2-methoxybenzyl)-3-(dimethylhydrazono)-7-oxo-1,4-diazepan-1-yl]carbonyl}amino)butyl]benzoate), Cl (hydrochloric acid), C1(=CC=CC=C1)C (toluene). Run in C(C)(=O)O (acetic acid). Run at time 4 hour. The product is NC1=C(C(=O)O)C=CC(=C1)[C@@H](CCC)NC(=O)N1CC(NC[C@@H](C1=O)CC1=C(C=CC(=C1)Cl)OC)=NN(C)C (2-amino-4-[(1R)-1-({[(6S)-6-(5-chloro-2-methoxybenzyl)-3-(dimethylhydrazono)-7-oxo-1,4-diazepan-1-yl]carbonyl}amino)butyl]benzoic acid). The yield is 87.3%. RXN SMILES: [NH2:1][C:2]1[CH:14]=[C:13]([C@H:15]([NH:19][C:20]([N:22]2[C:28](=[O:29])[C@@H:27]([CH2:30][C:31]3[CH:36]=[C:35]([Cl:37])[CH:34]=[CH:33][C:32]=3[O:38][CH3:39])[CH2:26][NH:25][C:24](=[N:40][N:41]([CH3:43])[CH3:42])[CH2:23]2)=[O:21])[CH2:16][CH2:17][CH3:18])[CH:12]=[CH:11][C:3]=1[C:4]([O:6]C(C)(C)C)=[O:5].Cl.C1(C)C=CC=CC=1>C(O)(=O)C>[NH2:1][C:2]1[CH:14]=[C:13]([C@H:15]([NH:19][C:20]([N:22]2[C:28](=[O:29])[C@@H:27]([CH2:30][C:31]3[CH:36]=[C:35]([Cl:37])[CH:34]=[CH:33][C:32]=3[O:38][CH3:39])[CH2:26][NH:25][C:24](=[N:40][N:41]([CH3:43])[CH3:42])[CH2:23]2)=[O:21])[CH2:16][CH2:17][CH3:18])[CH:12]=[CH:11][C:3]=1[C:4]([OH:6])=[O:5]. Procedure details: To the compound 21 (16 mg), 1 M hydrochloric acid in acetic acid solution was added, and the mixture was stirred at room temperature for 4 hours. To the reaction solution, toluene (5 ml) was added and the precipitated solid was collected by filtration to obtain the title compound (12.7 mg). Reactants: Cc1ccccc1, O=C(Cl)Cl, ClCCl, Nc1ccc(Oc2cc(Cl)ncn2)cc1. Product: O=C=Nc1ccc(Oc2cc(Cl)ncn2)cc1. As a reaction SMILES: [CH3:20][c:21]1[cH:22][cH:23][cH:24][cH:25][cH:26]1.[Cl:1][C:2]([Cl:3])=[O:4].[Cl:27][CH2:28][Cl:29].[Cl:5][c:6]1[cH:7][c:8]([O:12][c:13]2[cH:14][cH:15][c:16]([NH2:17])[cH:18][cH:19]2)[n:9][cH:10][n:11]1>>[C:2](=[O:4])=[N:17][c:16]1[cH:15][cH:14][c:13]([O:12][c:8]2[cH:7][c:6]([Cl:5])[n:11][cH:10][n:9]2)[cH:19][cH:18]1. Reactants: O=C1c2ccccc2C(=O)N1CCBr, CC(=O)c1c[nH]c2ccccc12, CN(C)C=O, [H-], [Na+], O. Yields the product CC(=O)c1cn(CCN2C(=O)c3ccccc3C2=O)c2ccccc12. RXN SMILES: [Br:15][CH2:16][CH2:17][N:18]1[C:19](=[O:28])[c:20]2[c:21]([cH:24][cH:25][cH:26][cH:27]2)[C:22]1=[O:23].[C:1]([CH3:2])(=[O:3])[c:4]1[cH:5][nH:6][c:7]2[cH:8][cH:9][cH:10][cH:11][c:12]12.[CH3:30][N:31]([CH3:32])[CH:33]=[O:34].[H-:13].[Na+:14].[OH2:29]>>[C:1]([CH3:2])(=[O:3])[c:4]1[cH:5][n:6]([CH2:16][CH2:17][N:18]2[C:19](=[O:28])[c:20]3[c:21]([cH:24][cH:25][cH:26][cH:27]3)[C:22]2=[O:23])[c:7]2[cH:8][cH:9][cH:10][cH:11][c:12]12. Starting materials: C(#C)[C@H]1[C@@H](C1)CO (racemic ((trans)-2-ethynylcyclopropyl)methanol), Cl.NO (hydroxylamine hydrochloride), BrC#CC1=CC=C(C(=O)O)C=C1 (4-(bromoethynyl)benzoic acid), Cl.NO (hydroxylamine hydrochloride). The reagents and catalysts are [Cu]Cl (copper(I) chloride). Run in C(CCC)N (butylamine), C(CCC)N (butylamine). Run at temperature 0 celsius, time 2 hour. Product: OC[C@H]1[C@@H](C1)C#CC#CC1=CC=C(C(=O)O)C=C1 (4-(((trans)-2-(hydroxymethyl)cyclopropyl)buta-1,3-diyn-1-yl)benzoic acid). Isolated yield 16.3%. RXN SMILES: [C:1]([C@@H:3]1[CH2:5][C@H:4]1[CH2:6][OH:7])#[CH:2].Cl.NO.Br[C:12]#[C:13][C:14]1[CH:22]=[CH:21][C:17]([C:18]([OH:20])=[O:19])=[CH:16][CH:15]=1>C(N)CCC.[Cu]Cl>[OH:7][CH2:6][C@@H:4]1[CH2:5][C@H:3]1[C:1]#[C:2][C:12]#[C:13][C:14]1[CH:22]=[CH:21][C:17]([C:18]([OH:20])=[O:19])=[CH:16][CH:15]=1 |f:1.2|. Reported procedure: A stirring solution of racemic ((trans)-2-ethynylcyclopropyl)methanol (1.7, 11 g, 106 mmol), copper(I) chloride (0.20 g, 2.03 mmol), and hydroxylamine hydrochloride (0.42 g, 6.08 mmol) in 30% aqueous butylamine (156 mL) was poured into a 1 L jacketed reactor and cooled to 0° C. A solution of 4-(bromoethynyl)benzoic acid (INT-1, 22.81 g, 101 mmol) and hydroxylamine hydrochloride (0.42 g, 6.08 mmol) in 30% aqueous butylamine (111 mL) was then added dropwise and the reaction was stirred for 2 hr. T...